From a dataset of the Open Reaction Database (ORD), a public repository of structured organic reaction records. describe an organic reaction: reactants, conditions, products, and yield Reaction SMILES: [C:1]([C:4]1[C:9]([NH:10][C:11]([C:13]2[S:14][CH:15]=[C:16]([C:18]#[C:19][Si](C)(C)C)[N:17]=2)=O)=[C:8]([CH3:24])[C:7]([O:25][CH3:26])=[CH:6][CH:5]=1)(=[O:3])[CH3:2].CC(C)([O-])C.[K+]>C(O)(C)(C)C>[CH3:26][O:25][C:7]1[C:8]([CH3:24])=[C:9]2[C:4]([C:1]([OH:3])=[CH:2][C:11]([C:13]3[S:14][CH:15]=[C:16]([C:18]#[CH:19])[N:17]=3)=[N:10]2)=[CH:5][CH:6]=1 |f:1.2|. Reaction conditions: temperature 80 celsius. Yields the product COC1=CC=C2C(=CC(=NC2=C1C)C=1SC=C(N1)C#C)O (7-methoxy-8-methyl-2-(4-ethynyl-thiazol-2-yl)-quinolin-4-ol). The yield is 52.0%. Reported procedure: To a suspension of compound 208b (8.71 g, 1 eq.) in tert-butanol (240 mL) was added potassium tert-butoxide (5.32 g, 2.1 eq.). The heterogeneous mixture was stirred and heated to 80° C. The solvent was then evaporated and water was added to the resulting black residue. The pH of the mixture was brought to 6 with 1N HCl. The mixture was extracted with dichloromethane. The organic layer was dried over Na2SO4, filtered, and concentrated under vacuo. The solid was purified by chromatography on silic... Reactants: C(C)(=O)C1=CC=C(C(=C1NC(=O)C=1SC=C(N1)C#C[Si](C)(C)C)C)OC (4-trimethylsilanylethynyl-thiazole-2-carboxylic acid-(6-acetyl-3-methoxy-2-methyl-phenyl)-amide), CC(C)([O-])C.[K+] (potassium tert-butoxide). Solvent: C(C)(C)(C)O (tert-butanol). The reactants are [OH-].[Na+] (sodium hydroxide), C(C=C)OC1=C(C=CC(=C1)[N+](=O)[O-])Cl (1-(allyloxy)-2-chloro-5-nitrobenzene), stannous chloride dihydrate, ice. Run in C(C)O (ethanol). Product: C(C=C)OC=1C=C(N)C=CC1Cl (3-(allyloxy)-4-chloroaniline). RXN SMILES: [CH2:1]([O:4][C:5]1[CH:10]=[C:9]([N+:11]([O-])=O)[CH:8]=[CH:7][C:6]=1[Cl:14])[CH:2]=[CH2:3].[OH-].[Na+]>C(O)C>[CH2:1]([O:4][C:5]1[CH:10]=[C:9]([CH:8]=[CH:7][C:6]=1[Cl:14])[NH2:11])[CH:2]=[CH2:3] |f:1.2|. Procedure details: A suspension of 1.0 g of 3A and 5.3 g of stannous chloride dihydrate in 10 mL of absolute ethanol was heated for 1 hour. The resulting mixture was poured into 100 g of ice, then sufficient 10% aqueous sodium hydroxide solution was added, with stirring, to bring the pH of the mixture to 10. The mixture was extracted with ethyl acetate, then with ether. The combined extracts were washed with water, then brine, then dried (Na2SO4) and stripped of the solvents, to give 3-(allyloxy)-4-chloroaniline (...